This data is from the Open Reaction Database (ORD), a public repository of structured organic reaction records. The task is: describe an organic reaction: reactants, conditions, products, and yield Starting materials: CO, O=C(C=Cc1ccc(Cl)c(Cl)c1)N1CCC(=O)N(CCCN2CCCCC2)CC1, CI. Product: C[N+]1(CCCN2CCN(C(=O)C=Cc3ccc(Cl)c(Cl)c3)CCC2=O)CCCCC1, [I-]. RXN SMILES: [CH3:32][OH:33].[Cl:1][c:2]1[cH:3][c:4]([CH:9]=[CH:10][C:11](=[O:12])[N:13]2[CH2:14][CH2:15][N:16]([CH2:21][CH2:22][CH2:23][N:24]3[CH2:25][CH2:26][CH2:27][CH2:28][CH2:29]3)[C:17](=[O:20])[CH2:18][CH2:19]2)[cH:5][cH:6][c:7]1[Cl:8].[I:30][CH3:31]>>[Cl:1][c:2]1[cH:3][c:4]([CH:9]=[CH:10][C:11](=[O:12])[N:13]2[CH2:14][CH2:15][N:16]([CH2:21][CH2:22][CH2:23][N+:24]3([CH3:31])[CH2:25][CH2:26][CH2:27][CH2:28][CH2:29]3)[C:17](=[O:20])[CH2:18][CH2:19]2)[cH:5][cH:6][c:7]1[Cl:8].[I-:30]. The reactants are CC(C)CNc1cc(NC(=O)OC(C)(C)C)c(N)cc1C(F)(F)F, CC(C)(C)OC(=O)CC(=O)c1cccc(-n2ccnc2)c1. Product: CC(C)CNc1cc(NC(=O)OC(C)(C)C)c(NC(=O)CC(=O)c2cccc(-n3ccnc3)c2)cc1C(F)(F)F. RXN SMILES: [C:1]([CH3:2])([CH3:3])([CH3:4])[O:5][C:6]([NH:7][c:8]1[c:9]([NH2:23])[cH:10][c:11]([C:19]([F:20])([F:21])[F:22])[c:12]([NH:14][CH2:15][CH:16]([CH3:17])[CH3:18])[cH:13]1)=[O:24].[C:25]([CH3:27])([CH3:28])([O:29][C:30](=[O:26])[CH2:31][C:32](=[O:33])[c:34]1[cH:35][c:36](-[n:40]2[cH:41][n:42][cH:43][cH:44]2)[cH:37][cH:38][cH:39]1)[CH3:45]>>[C:1]([CH3:2])([CH3:3])([CH3:4])[O:5][C:6]([NH:7][c:8]1[c:9]([NH:23][C:30](=[O:29])[CH2:31][C:32](=[O:33])[c:34]2[cH:35][c:36](-[n:40]3[cH:41][n:42][cH:43][cH:44]3)[cH:37][cH:38][cH:39]2)[cH:10][c:11]([C:19]([F:20])([F:21])[F:22])[c:12]([NH:14][CH2:15][CH:16]([CH3:17])[CH3:18])[cH:13]1)=[O:24]. Starting materials: [H-].[Na+] (sodium hydride), solution, solution, C(C#CC)O (2-butyn-1-ol), ClC1=NC=NC(=C1)OCC1(C(C1)(Cl)Cl)C (4-chloro-6-(2,2-dichloro-1-methylcyclopropylmethyloxy)pyrimidine), [Cl-].[NH4+] (ammonium chloride). Solvent: O1CCCC1 (tetrahydrofuran), O1CCCC1 (tetrahydrofuran). Conditions: time 10 minute. Product: C(C#CC)OC1=NC=NC(=C1)OCC1(C(C1)(Cl)Cl)C (4-(2-butynyloxy)-6-(2,2-dichloro-1-methylcyclopropyl)methoxypyrimidine). Isolated yield 85.0%. RXN SMILES: [H-].[Na+].[CH2:3]([OH:7])[C:4]#[C:5][CH3:6].Cl[C:9]1[CH:14]=[C:13]([O:15][CH2:16][C:17]2([CH3:22])[CH2:19][C:18]2([Cl:21])[Cl:20])[N:12]=[CH:11][N:10]=1.[Cl-].[NH4+]>O1CCCC1>[CH2:3]([O:7][C:9]1[CH:14]=[C:13]([O:15][CH2:16][C:17]2([CH3:22])[CH2:19][C:18]2([Cl:21])[Cl:20])[N:12]=[CH:11][N:10]=1)[C:4]#[C:5][CH3:6] |f:0.1,4.5|. Reported procedure: In 1.5 ml of tetrahydrofuran was suspended 0.04 g of sodium hydride (60% in oil), to which 0.3 ml of a solution containing 0.07 g of 2-butyn-1-ol was added dropwise at room temperature, followed by stirring for 10 minutes. To this was added dropwise 0.3 ml of a solution containing 0.23 g of 4-chloro-6-(2,2-dichloro-1-methylcyclopropylmethyloxy)pyrimidine in tetrahydrofuran at 0° C., followed by stirring at room temperature for 7 hours. The reaction mixture was then poured into a saturated aqueou... Reactants: CC(C)C[AlH]CC(C)C, CCOC(=O)C=C(C)c1ccc(-c2cc(Cl)ccc2OC)cc1. Yields the product COc1ccc(Cl)cc1-c1ccc(C(C)=CCO)cc1. Reaction SMILES: [CH3:24][CH:25]([CH2:26][AlH:27][CH2:28][CH:29]([CH3:30])[CH3:31])[CH3:32].[Cl:1][c:2]1[cH:3][cH:4][c:5]([O:22][CH3:23])[c:6](-[c:8]2[cH:9][cH:10][c:11]([C:14](=[CH:15][C:16](=[O:17])[O:18][CH2:19][CH3:20])[CH3:21])[cH:12][cH:13]2)[cH:7]1>>[Cl:1][c:2]1[cH:3][cH:4][c:5]([O:22][CH3:23])[c:6](-[c:8]2[cH:9][cH:10][c:11]([C:14](=[CH:15][CH2:16][OH:17])[CH3:21])[cH:12][cH:13]2)[cH:7]1. Starting materials: C(C)(=O)OCC (ethyl acetate), NC1=C(C(=NC(=C1F)Cl)C(=O)OC)SC (Methyl 4-amino-6-chloro-5-fluoro-3-(methylthio)picolinate), ClC1=C(C(=C(C=C1)B1OC(C(O1)(C)C)(C)C)F)OC (2-(4-chloro-2-fluoro-3-methoxyphenyl)-4,4,5,5-tetramethyl-1,3,2-dioxaborolane), C(C)#N.O (acetonitrile water). The reagents and catalysts are [Pd](Cl)Cl.C1(=CC=CC=C1)P(C1=CC=CC=C1)C1=CC=CC=C1 ((triphenylphosphine) palladium (II) chloride). The solvent is O (water). Reaction conditions: temperature 115 celsius. Yields the product NC1=C(C(=NC(=C1F)C1=C(C(=C(C=C1)Cl)OC)F)C(=O)OC)SC (Methyl 4-amino-6-(4-chloro-2-fluoro-3-methoxyphenyl)-5-fluoro-3-(methylthio)picolinate). As a reaction SMILES: [NH2:1][C:2]1[C:7]([F:8])=[C:6](Cl)[N:5]=[C:4]([C:10]([O:12][CH3:13])=[O:11])[C:3]=1[S:14][CH3:15].[Cl:16][C:17]1[CH:22]=[CH:21][C:20](B2OC(C)(C)C(C)(C)O2)=[C:19]([F:32])[C:18]=1[O:33][CH3:34].C(#N)C.O.C(OCC)(=O)C>[Pd](Cl)Cl.C1(P(C2C=CC=CC=2)C2C=CC=CC=2)C=CC=CC=1.O>[NH2:1][C:2]1[C:7]([F:8])=[C:6]([C:20]2[CH:21]=[CH:22][C:17]([Cl:16])=[C:18]([O:33][CH3:34])[C:19]=2[F:32])[N:5]=[C:4]([C:10]([O:12][CH3:13])=[O:11])[C:3]=1[S:14][CH3:15] |f:2.3,5.6|. Reported procedure: Methyl 4-amino-6-chloro-5-fluoro-3-(methylthio)picolinate (300 mg, 1.2 mmol), 2-(4-chloro-2-fluoro-3-methoxyphenyl)-4,4,5,5-tetramethyl-1,3,2-dioxaborolane (450 mg, 1.6 mmol) Cesium fluoride (370 mg, 2.4 mmol) and his (triphenylphosphine) palladium (II) chloride (84 mg, 0.12 mmol) were combined in 5 ml 1:1 acetonitrile-water and heated in a microwave reactor at 115° C. for 30 m. The mixture was shaken with 30 ml ethyl acetate and 10 ml water. The org. phase was washed with 10 ml sat. NaCl, dried...